From a dataset of the Open Reaction Database (ORD), a public repository of structured organic reaction records. describe an organic reaction: reactants, conditions, products, and yield Reactants: COC(=O)C=1C=CC(=NC1)C(=O)O (pyridine-2,5-dicarboxylic acid 5-methyl ester), Cl.Cl.C(C)(C)N1CCNCC1 (1-isopropyl-piperazine dihydrochloride), O.ON1N=NC2=C1C=CC=C2 (1-hydroxybenzotriazole hydrate), Cl.CN(CCCN=C=NCC)C (1-[3-(dimethylamino)propyl]-3-ethylcarbodiimide hydrochloride), CN1CCOCC1 (N-methyl morpholine), COC(C1=CN=C(C=C1)C(=O)N1CCN(CC1)C(C)C)=O (6-(4-Isopropyl-piperazine-1-carbonyl)-nicotinic acid methyl ester). The solvent is C(Cl)Cl (DCM). Conditions: time 18 hour. Yields the product N (NH3), C(C)(C)N1CCN(CC1)C(=O)C1=NC=C(C=C1)CN1CCCCC1 ((4-Isopropyl-piperazin-1-yl)-(5-piperidin-1-ylmethyl-pyridin-2-yl)-methanone). Isolated yield 74.0%. RXN SMILES: CO[C:3](=O)[C:4]1[CH:9]=[CH:8][C:7]([C:10]([N:12]2[CH2:17][CH2:16][N:15]([CH:18]([CH3:20])[CH3:19])[CH2:14][CH2:13]2)=[O:11])=[N:6][CH:5]=1.COC([C:26]1[CH:27]=[CH:28][C:29](C(O)=O)=[N:30][CH:31]=1)=O.Cl.Cl.C(N1CCNCC1)(C)C.O.ON1C2C=CC=CC=2N=N1.Cl.CN(C)CCCN=C=NCC.CN1CCOCC1>C(Cl)Cl>[NH3:6].[CH:18]([N:15]1[CH2:16][CH2:17][N:12]([C:10]([C:7]2[CH:8]=[CH:9][C:4]([CH2:3][N:30]3[CH2:31][CH2:26][CH2:27][CH2:28][CH2:29]3)=[CH:5][N:6]=2)=[O:11])[CH2:13][CH2:14]1)([CH3:20])[CH3:19] |f:2.3.4,5.6,7.8|. Reported procedure: 6-(4-Isopropyl-piperazine-1-carbonyl)-nicotinic acid methyl ester. To a solution of pyridine-2,5-dicarboxylic acid 5-methyl ester (1.00 g, 5.50 mmol) and 1-isopropyl-piperazine dihydrochloride (1.20 g, 6.10 mmol) in DCM (100 mL) was added 1-hydroxybenzotriazole hydrate (HOBt, 1.10 g, 8.30 mmol), 1-[3-(dimethylamino)propyl]-3-ethylcarbodiimide hydrochloride (EDC, 1.60 g, 8.30 mmol), and N-methyl morpholine (2.9 mL, 27.0 mmol). After 18 h, the reaction mixture was quenched with 1 N aq. NaHCO3 (50 ... The reactants are Oc1cccc(Br)c1, COCCOCCN1C(=O)C(=O)c2cc3c(cc21)OCCO3, O=C1C(=O)N(Cc2ccc(C(F)(F)F)o2)c2ccccc21, Oc1ccc2c(c1)OCCO2. Yields the product COCCOCCN1C(=O)C(O)(c2cc3c(cc2O)OCCO3)c2cc3c(cc21)OCCO3. RXN SMILES: [Br:12][c:13]1[cH:14][c:15]([OH:16])[cH:17][cH:18][cH:19]1.[CH3:20][O:21][CH2:22][CH2:23][O:24][CH2:25][CH2:26][N:27]1[C:28](=[O:41])[C:29](=[O:40])[c:30]2[cH:31][c:32]3[c:33]([cH:34][c:35]21)[O:36][CH2:37][CH2:38][O:39]3.[F:42][C:43]([F:44])([F:45])[c:46]1[o:47][c:48]([CH2:49][N:50]2[c:51]3[c:52]([cH:53][cH:54][cH:55][cH:56]3)[C:57](=[O:58])[C:59]2=[O:60])[cH:61][cH:62]1.[O:1]1[c:2]2[c:3]([cH:7][c:8]([OH:11])[cH:9][cH:10]2)[O:4][CH2:5][CH2:6]1>>[O:1]1[c:2]2[c:3]([cH:7][c:8]([OH:11])[c:9]([C:29]3([OH:40])[C:28](=[O:41])[N:27]([CH2:26][CH2:25][O:24][CH2:23][CH2:22][O:21][CH3:20])[c:35]4[c:30]3[cH:31][c:32]3[c:33]([cH:34]4)[O:36][CH2:37][CH2:38][O:39]3)[cH:10]2)[O:4][CH2:5][CH2:6]1. Starting materials: C(C1=CC=CC=C1)OC1=CC=C(C[C@@H]([C@@H](CNCC2=CC(=CC=C2)OC)O)NC(C2=CC(C(=O)N(CCC)CCCCOCC3=CC=CC=C3)=CC(=C2)C)=O)C=C1 (N1-{(1S,2R)-1-[4-(benzyloxy)benzyl]-2-hydroxy-3-[(3-methoxybenzyl)amino]propyl}-N3-[4-(benzyloxy)butyl]-5-methyl-N3-propylisophthalamide). Reagents/catalysts: [Pd] (palladium on carbon). Solvent: C(C)(=O)O (acetic acid). Conditions: time 5 hour. Yields the product OCCCCN(C(C1=CC(C(=O)N[C@H](C(CNCC2=CC(=CC=C2)OC)O)CC2=CC=C(C=C2)O)=CC(=C1)C)=O)CCC (N1-(4-hydroxybutyl)-N3-{(1S)-2-hydroxy-1-(4-hydroxybenzyl)-3-[(3-methoxybenzyl)amino]propyl}-5-methyl-N1-propylisophthalamide). Reaction SMILES: C([O:8][C:9]1[CH:57]=[CH:56][C:12]([CH2:13][C@H:14]([NH:28][C:29](=[O:55])[C:30]2[CH:53]=[C:52]([CH3:54])[CH:51]=[C:32]([C:33]([N:35]([CH2:39][CH2:40][CH2:41][CH2:42][O:43]CC3C=CC=CC=3)[CH2:36][CH2:37][CH3:38])=[O:34])[CH:31]=2)[C@H:15]([OH:27])[CH2:16][NH:17][CH2:18][C:19]2[CH:24]=[CH:23][CH:22]=[C:21]([O:25][CH3:26])[CH:20]=2)=[CH:11][CH:10]=1)C1C=CC=CC=1>[Pd].C(O)(=O)C>[OH:43][CH2:42][CH2:41][CH2:40][CH2:39][N:35]([CH2:36][CH2:37][CH3:38])[C:33](=[O:34])[C:32]1[CH:51]=[C:52]([CH3:54])[CH:53]=[C:30]([C:29]([NH:28][C@@H:14]([CH2:13][C:12]2[CH:56]=[CH:57][C:9]([OH:8])=[CH:10][CH:11]=2)[CH:15]([OH:27])[CH2:16][NH:17][CH2:18][C:19]2[CH:24]=[CH:23][CH:22]=[C:21]([O:25][CH3:26])[CH:20]=2)=[O:55])[CH:31]=1. Procedure: A mixture of N1-{(1S,2R)-1-[4-(benzyloxy)benzyl]-2-hydroxy-3-[(3-methoxybenzyl)amino]propyl}-N3-[4-(benzyloxy)butyl]-5-methyl-N3-propylisophthalamide (X, 100 mg, 0.130 mmol) and palladium on carbon (10%, 100 mg) in absolute glacial acetic acid (5 mL) is shaken under an atmosphere of hydrogen at 35 psi for 5 hours. The resulting mixture is filtered through diatomaceous earth and washed with methanol. The combined filtrates are concentrated under reduced pressure. The concentrate is purified by fl...